Task: describe an organic reaction: reactants, conditions, products, and yield. Dataset: the Open Reaction Database (ORD), a public repository of structured organic reaction records The reactants are [BH-](OC(=O)C)(OC(=O)C)OC(=O)C.[Na+] (NaBH(OAc)3), C(C1=CC=CC=C1)=O (benzaldehyde), CC(=O)O (AcOH), CNC1CCC2(OCCO2)CC1 (N-Methyl-1,4-dioxaspiro[4.5]decan-8-amine). RXN SMILES: [CH3:1][NH:2][CH:3]1[CH2:12][CH2:11][C:6]2([O:10][CH2:9][CH2:8][O:7]2)[CH2:5][CH2:4]1.[CH:13](=O)[C:14]1[CH:19]=[CH:18][CH:17]=[CH:16][CH:15]=1.CC(O)=O.[BH-](OC(C)=O)(OC(C)=O)OC(C)=O.[Na+]>C(Cl)Cl.O>[CH2:13]([N:2]([CH3:1])[CH:3]1[CH2:12][CH2:11][C:6]2([O:7][CH2:8][CH2:9][O:10]2)[CH2:5][CH2:4]1)[C:14]1[CH:19]=[CH:18][CH:17]=[CH:16][CH:15]=1 |f:3.4|. Product: C(C1=CC=CC=C1)N(C1CCC2(OCCO2)CC1)C (N-Benzyl-N-methyl-1,4-dioxaspiro[4.5]decan-8-amine). Run in C(Cl)Cl (DCM), O (water). The yield is 49.0%. Reported procedure: N-Methyl-1,4-dioxaspiro[4.5]decan-8-amine (4.0 g, 23.39 mmol, 1.0 eq.) was dissolved in DCM (70 ml); benzaldehyde (2.83 g, 28.07 mmol, 1.2 eq.) and AcOH (0.2 ml) were added and the mixture was stirred for 30 minutes at RT. NaBH(OAc)3 (14.8 g, 70.17 mmol, 3.0 eq.) was added at 0° C. and the reaction mixture was stirred for a further 14 hours at RT. After monitoring by TLC, water (100 ml) was added to the reaction and the phases were separated. The aqueous phase was extracted with 10% MeOH in DCM ... Reaction conditions: time 30 minute.